The task is: describe an organic reaction: reactants, conditions, products, and yield. This data is from the Open Reaction Database (ORD), a public repository of structured organic reaction records. Reactants: N1CCCC1 (Pyrrolidine), ClCCOC1=NNC2=NC=NC(=C21)NC2=CC(=C(C=C2)OCC2=CC(=CC=C2)F)Cl (3-(2-chloroethoxy)-N-{3-chloro-4-[(3-fluorobenzyl)oxy]phenyl}-1H-pyrazolo[3,4-d]pyrimidin-4-amine). The solvent is C(C)O (ethanol). Conditions: temperature 120 celsius. The product is ClC=1C=C(C=CC1OCC1=CC(=CC=C1)F)NC1=C2C(=NC=N1)NN=C2OCCN2CCCC2 (N-{3-chloro-4-[(3-fluorobenzyl)oxy]phenyl}-3-(2-pyrrolidin-1-ylethoxy)-1H-pyrazolo[3,4-d]pyrimidin-4-amine). The yield is 31.0%. RXN SMILES: [NH:1]1[CH2:5][CH2:4][CH2:3][CH2:2]1.Cl[CH2:7][CH2:8][O:9][C:10]1[C:18]2[C:13](=[N:14][CH:15]=[N:16][C:17]=2[NH:19][C:20]2[CH:25]=[CH:24][C:23]([O:26][CH2:27][C:28]3[CH:33]=[CH:32][CH:31]=[C:30]([F:34])[CH:29]=3)=[C:22]([Cl:35])[CH:21]=2)[NH:12][N:11]=1>C(O)C>[Cl:35][C:22]1[CH:21]=[C:20]([NH:19][C:17]2[N:16]=[CH:15][N:14]=[C:13]3[NH:12][N:11]=[C:10]([O:9][CH2:8][CH2:7][N:1]4[CH2:5][CH2:4][CH2:3][CH2:2]4)[C:18]=23)[CH:25]=[CH:24][C:23]=1[O:26][CH2:27][C:28]1[CH:33]=[CH:32][CH:31]=[C:30]([F:34])[CH:29]=1. Procedure: Pyrrolidine (0.5 ml) was added to a suspension of 3-(2-chloroethoxy)-N-{3-chloro-4-[(3-fluorobenzyl)oxy]phenyl}-1H-pyrazolo[3,4-d]pyrimidin-4-amine (prepared as described in Example 12/0.2 g, 0.44 mmol) in ethanol (2 ml) and the reaction mixture was heated at 120° C. for 10 minutes in a microwave reactor. The resulting solution was concentrated in vacuo and the residue purified by chromatography using DCM to DCM-10% methanol/7N ammonia as eluant to give the title compound as a beige solid (67 mg... The reactants are ClC1=C(C=CC=C1)N1N=C(C=C1C(=O)O)C(F)(F)F (1-(2-chlorophenyl)-3-(trifluoromethyl)-1H-pyrazole-5-carboxylic acid), C(C(=O)Cl)(=O)Cl (oxalyl chloride). The reagents and catalysts are CN(C=O)C (N,N-dimethylformamide), CN(C=O)C (N,N-dimethylformamide). Run in C(Cl)Cl (methylene chloride). Conditions: time 20 minute. Yields the product ClC1=C(C=CC=C1)N1N=C(C=C1C(=O)Cl)C(F)(F)F (1-(2-chlorophenyl)-3-(trifluoromethyl)-1H-pyrazole-5-carbonyl chloride). As a reaction SMILES: [Cl:1][C:2]1[CH:7]=[CH:6][CH:5]=[CH:4][C:3]=1[N:8]1[C:12]([C:13](O)=[O:14])=[CH:11][C:10]([C:16]([F:19])([F:18])[F:17])=[N:9]1.C(Cl)(=O)C([Cl:23])=O>C(Cl)Cl.CN(C)C=O>[Cl:1][C:2]1[CH:7]=[CH:6][CH:5]=[CH:4][C:3]=1[N:8]1[C:12]([C:13]([Cl:23])=[O:14])=[CH:11][C:10]([C:16]([F:19])([F:18])[F:17])=[N:9]1. Reported procedure: A sample of crude 1-(2-chlorophenyl)-3-(trifluoromethyl)-1H-pyrazole-5-carboxylic acid (40.8 g, 0.14 mole) was dissolved in methylene chloride (300 mL). The solution was treated with oxalyl chloride (15.7 mL, 0.18 mole), followed by N,N-dimethylformamide (12 drops). Off-gassing began shortly after adding the N,N-dimethylformamide catalyst. The reaction mixture was stirred for about 20 minutes under ambient conditions, then was heated to reflux for a period of 35 minutes. Volatiles were removed b... Reactants: Oc1cccc(-n2cnc3cc(Br)cnc32)c1, CN(C)C=O, [K+], [K+], [K+], [Na+], [OH-], O=P([O-])([O-])[O-], c1ccc(P(c2ccccc2)(c2ccccc2)[Pd](P(c2ccccc2)(c2ccccc2)c2ccccc2)(P(c2ccccc2)(c2ccccc2)c2ccccc2)P(c2ccccc2)(c2ccccc2)c2ccccc2)cc1, OB(O)c1ccoc1. Yields the product Oc1cccc(-n2cnc3cc(-c4ccoc4)cnc32)c1. RXN SMILES: [Br:1][c:2]1[cH:3][c:4]2[c:5]([n:6][cH:7]1)[n:8](-[c:11]1[cH:12][c:13]([OH:17])[cH:14][cH:15][cH:16]1)[cH:9][n:10]2.[CH3:34][N:35]([CH3:36])[CH:37]=[O:38].[K+:31].[K+:32].[K+:33].[Na+:40].[OH-:39].[P:26]([O-:27])([O-:28])([O-:29])=[O:30].[cH:41]1[cH:42][cH:43][c:44]([P:45]([Pd:46]([P:47]([c:48]2[cH:49][cH:50][cH:51][cH:52][cH:53]2)([c:54]2[cH:55][cH:56][cH:57][cH:58][cH:59]2)[c:60]2[cH:61][cH:62][cH:63][cH:64][cH:65]2)([P:66]([c:67]2[cH:68][cH:69][cH:70][cH:71][cH:72]2)([c:73]2[cH:74][cH:75][cH:76][cH:77][cH:78]2)[c:79]2[cH:80][cH:81][cH:82][cH:83][cH:84]2)[P:85]([c:86]2[cH:87][cH:88][cH:89][cH:90][cH:91]2)([c:92]2[cH:93][cH:94][cH:95][cH:96][cH:97]2)[c:98]2[cH:99][cH:100][cH:101][cH:102][cH:103]2)([c:104]2[cH:105][cH:106][cH:107][cH:108][cH:109]2)[c:110]2[cH:111][cH:112][cH:113][cH:114][cH:115]2)[cH:116][cH:117]1.[o:18]1[cH:19][c:20]([B:23]([OH:24])[OH:25])[cH:21][cH:22]1>>[c:2]1(-[c:20]2[cH:19][o:18][cH:22][cH:21]2)[cH:3][c:4]2[c:5]([n:6][cH:7]1)[n:8](-[c:11]1[cH:12][c:13]([OH:17])[cH:14][cH:15][cH:16]1)[cH:9][n:10]2. The reactants are N1C=NC=C1 (imidazole), C([O-])([O-])=O.[K+].[K+] (potassium carbonate), CC(C)(C)C(=O)CCl (α-chloropinacolin). The solvent is CC(=O)C (acetone). Product: CC(C(CN1C=NC=C1)=O)(C)C (3,3-dimethyl-1-(imidazol-1-yl)-butan-2-one). The yield is 89.0%. RXN SMILES: [NH:1]1[CH:5]=[CH:4][N:3]=[CH:2]1.C(=O)([O-])[O-].[K+].[K+].[CH3:12][C:13]([C:16]([CH2:18]Cl)=[O:17])([CH3:15])[CH3:14]>CC(C)=O>[CH3:12][C:13]([CH3:15])([CH3:14])[C:16](=[O:17])[CH2:18][N:1]1[CH:5]=[CH:4][N:3]=[CH:2]1 |f:1.2.3|. Reported procedure: 136.2 g (2 moles) of imidazole were added in portions, at room temperature, to 276.4 g (2 moles) of ground potassium carbonate and 269.2 g (2 moles) of α-chloropinacolin in 500 ml of acetone, whereupon the internal temperature rose to the boiling point. The mixture was stirred under reflux for 5 hours and then cooled to room temperature. The reaction mixture was filtered and the filtrate was concentrated by distilling off the solvent in vacuo. The oily residue was distilled. 296 g (89% of theory... Reactants: NC1=CC=CC=C1 (aniline), C(C)(C)(C)ON=O (t-butylnitrite), C(C)(C)(C)ON=O (t-butylnitrite), C(C=C)Br (allyl bromide), NC=1C=C(C(=O)OCC)C=C(C1)[N+](=O)[O-] (ethyl 3-amino-5-nitrobenzoate). Reaction conditions: temperature 11 celsius, time 1 hour. The yield is 66.6%. RXN SMILES: [C:1](ON=O)(C)([CH3:3])[CH3:2].C(Br)C=C.N[C:13]1[CH:14]=[C:15]([CH:21]=[C:22]([N+:24]([O-:26])=[O:25])[CH:23]=1)[C:16]([O:18][CH2:19][CH3:20])=[O:17].NC1C=CC=CC=1>CC#N>[CH2:3]([C:13]1[CH:14]=[C:15]([CH:21]=[C:22]([N+:24]([O-:26])=[O:25])[CH:23]=1)[C:16]([O:18][CH2:19][CH3:20])=[O:17])[CH:1]=[CH2:2]. Yields the product C(C=C)C=1C=C(C(=O)OCC)C=C(C1)[N+](=O)[O-] (ethyl 3-allyl-5-nitrobenzoate). Solvent: CC#N (CH3CN). Reported procedure: To a solution of t-butylnitrite (535 μl, 4.5 mmol) and allyl bromide (3.9 ml, 45.0 mmol) in CH3CN (3 ml), ethyl 3-amino-5-nitrobenzoate (631 mg, 3.0 mmol) was added during 20 minutes while maintaining the temperature of the reaction mixture at 10-12° C. At the end of the addition of the aniline, extra t-butylnitrite (180 μl, 1.5 mmol) was added to the reaction mixture which then was stirred at 25° C. for one hour. The volatile material in the reaction mixture was removed at reduced pressure. Col... Starting materials: N1=CC(=CC=C1)C(C)O (1-pyridin-3-yl-ethanol), ClC1=C2NC(NC2=NC(=N1)N1C=NC2=C1C=C(C=C2)C#N)=O (3-(6-chloro-8-oxo-8,9-dihydro-7H-purin-2-yl)-3H-benzo[d]imidazole-5-carbonitrile). The product is ClC1=C2NC(N(C2=NC(=N1)N1C=NC2=C1C=C(C=C2)C#N)C(C)C=2C=NC=CC2)=O (3-(6-chloro-8-oxo-9-(1-(pyridin-3-yl)ethyl)-8,9-dihydro-7H-purin-2-yl)-3H-benzo[d]imidazole-5-carbonitrile). The yield is 26.0%. RXN SMILES: [N:1]1[CH:6]=[CH:5][CH:4]=[C:3]([CH:7](O)[CH3:8])[CH:2]=1.[Cl:10][C:11]1[N:19]=[C:18]([N:20]2[C:24]3[CH:25]=[C:26]([C:29]#[N:30])[CH:27]=[CH:28][C:23]=3[N:22]=[CH:21]2)[N:17]=[C:16]2[C:12]=1[NH:13][C:14](=[O:31])[NH:15]2>>[Cl:10][C:11]1[N:19]=[C:18]([N:20]2[C:24]3[CH:25]=[C:26]([C:29]#[N:30])[CH:27]=[CH:28][C:23]=3[N:22]=[CH:21]2)[N:17]=[C:16]2[C:12]=1[NH:13][C:14](=[O:31])[N:15]2[CH:7]([C:3]1[CH:2]=[N:1][CH:6]=[CH:5][CH:4]=1)[CH3:8]. Reported procedure: Yellow oil (26% yield based on 73% conversion). Synthesized using 1-pyridin-3-yl-ethanol and 3-(6-chloro-8-oxo-8,9-dihydro-7H-purin-2-yl)-3H-benzo[d]imidazole-5-carbonitrile. 1H NMR (300 MHz, CD3OD) δ, ppm: 9.27 (s, 1H), 9.20-9.00 (br m, 1H), 8.86 (d, 1H), 8.88-8.77 (m, 1H, overlapping with 8.86 ppm), 8.68 (s, 1H), 8.13 (br s, 1H), 7.87 (d, 1H), 7.68 (d, 1H), 6.17 (q, J=7.1 Hz, 1H), 2.19 (d, J=7.3 Hz, 3H); MS (EI) m/z 417.1 (MH)+. Reactants: CC(=O)O[BH-](OC(C)=O)OC(C)=O, CC(C)Cc1ccc(-c2nc(-c3cnc(C=O)cn3)no2)cc1, CCOC(=O)C1CC(N)C1, CC(Cl)Cl, [Na+]. Yields the product CCOC(=O)C1CC(NCc2cnc(-c3noc(-c4ccc(CC(C)C)cc4)n3)cn2)C1. RXN SMILES: [C:34]([O:35][BH-:36]([O:37][C:38](=[O:39])[CH3:40])[O:41][C:42](=[O:43])[CH3:44])(=[O:45])[CH3:46].[CH2:1]([CH:2]([CH3:3])[CH3:4])[c:5]1[cH:6][cH:7][c:8](-[c:11]2[n:12][c:13](-[c:16]3[n:17][cH:18][c:19]([CH:22]=[O:23])[n:20][cH:21]3)[n:14][o:15]2)[cH:9][cH:10]1.[CH2:24]([CH3:25])[O:26][C:27](=[O:28])[CH:29]1[CH2:30][CH:31]([NH2:33])[CH2:32]1.[Cl:48][CH:49]([Cl:50])[CH3:51].[Na+:47]>>[CH2:1]([CH:2]([CH3:3])[CH3:4])[c:5]1[cH:6][cH:7][c:8](-[c:11]2[n:12][c:13](-[c:16]3[n:17][cH:18][c:19]([CH2:22][NH:33][CH:31]4[CH2:30][CH:29]([C:27]([O:26][CH2:24][CH3:25])=[O:28])[CH2:32]4)[n:20][cH:21]3)[n:14][o:15]2)[cH:9][cH:10]1. Reactants: C1=CC2=C(N=C1)N(N=N2)O (HOAT), Cl (HCl), C(#N)C1=CC=C(C=N1)C1=CC=C(C(=O)O)C=C1 (4-(6-Cyano-3-pyridinyl)benzoic acid), Cl.Cl.C(C)(C)N1CCNCCC1 (1-(Isopropyl)-hexahydro-1H-1,4-diazepine dihydrochloride), C(C)(C)N(C(C)C)CC (N,N-diisopropylethylamine), Cl (HCl). Run in C(Cl)Cl (DCM), C(CCl)Cl (EDC), CN(C)C=O (DMF). Run at time 5 minute. Product: Cl.C(C)(C)N1CCN(CCC1)C(=O)C1=CC=C(C=C1)C=1C=CC(=NC1)C#N (5-(4-{[4-(1-Isopropyl)hexahydro-1H-1,4-diazepin-1-yl]carbonyl}phenyl)-2-cyanopyridine hydrochloride). The yield is 1.6%. RXN SMILES: [C:1]([C:3]1[N:8]=[CH:7][C:6]([C:9]2[CH:17]=[CH:16][C:12]([C:13]([OH:15])=O)=[CH:11][CH:10]=2)=[CH:5][CH:4]=1)#[N:2].C1C=NC2N(O)N=NC=2C=1.[ClH:28].Cl.[CH:30]([N:33]1[CH2:39][CH2:38][CH2:37][NH:36][CH2:35][CH2:34]1)([CH3:32])[CH3:31].C(N(CC)C(C)C)(C)C.Cl>CN(C=O)C.C(Cl)Cl.C(Cl)CCl>[ClH:28].[CH:30]([N:33]1[CH2:39][CH2:38][CH2:37][N:36]([C:13]([C:12]2[CH:11]=[CH:10][C:9]([C:6]3[CH:5]=[CH:4][C:3]([C:1]#[N:2])=[N:8][CH:7]=3)=[CH:17][CH:16]=2)=[O:15])[CH2:35][CH2:34]1)([CH3:32])[CH3:31] |f:2.3.4,10.11|. Procedure: 4-(6-Cyano-3-pyridinyl)benzoic acid (D9) (0.35 g) was dissolved in dry DMF and treated with EDC (0.51 g) and a catalytic quantity of HOAT. The reaction mixture was stirred at rt for 5 min, followed by the addition of 1-(isopropyl)-hexahydro-1H-1,4-diazepine dihydrochloride (D2) (0.28 g) and N,N-diisopropylethylamine (1 ml), and allowed to stir at rt overnight. After evaporation of solvent the residue was partitioned between DCM (15 ml) and water (15 ml). The DCM layer was dried (magnesium sulfat... Starting materials: CCCC(CN1C(=O)c2ccccc2C1=O)NC(=O)OC(C)(C)C, CCO, ClCCl, NN, O. Product: CCCC(CN)NC(=O)OC(C)(C)C. Reaction SMILES: [C:1]([CH3:2])([CH3:3])([CH3:4])[O:5][C:6]([NH:7][CH:8]([CH2:9][CH2:10][CH3:11])[CH2:12][N:13]1[C:14](=[O:15])[c:16]2[c:17]([cH:18][cH:19][cH:20][cH:21]2)[C:22]1=[O:23])=[O:24].[CH3:28][CH2:29][OH:30].[Cl:31][CH2:32][Cl:33].[NH2:26][NH2:27].[OH2:25]>>[C:1]([CH3:2])([CH3:3])([CH3:4])[O:5][C:6]([NH:7][CH:8]([CH2:9][CH2:10][CH3:11])[CH2:12][NH2:13])=[O:24]. The reactants are C=CCOC(=O)N1CCOCC1C(=O)O, CC1(C)OC(=O)CC(=O)O1, CN(C)c1ccncc1, C(=NC1CCCCC1)=NC1CCCCC1, ClCCl. Product: C=CCOC(=O)N1CCOCC1C(=O)C1C(=O)OC(C)(C)OC1=O. RXN SMILES: [CH2:1]([CH:2]=[CH2:3])[O:4][C:5](=[O:6])[N:7]1[CH:8]([C:13](=[O:14])[OH:15])[CH2:9][O:10][CH2:11][CH2:12]1.[CH3:16][C:17]1([CH3:25])[O:18][C:19](=[O:24])[CH2:20][C:21](=[O:23])[O:22]1.[CH3:44][N:45]([CH3:46])[c:47]1[cH:48][cH:49][n:50][cH:51][cH:52]1.[CH:26]1([N:27]=[C:28]=[N:29][CH:30]2[CH2:31][CH2:32][CH2:33][CH2:34][CH2:35]2)[CH2:36][CH2:37][CH2:38][CH2:39][CH2:40]1.[Cl:41][CH2:42][Cl:43]>>[CH2:1]([CH:2]=[CH2:3])[O:4][C:5](=[O:6])[N:7]1[CH:8]([C:13](=[O:15])[CH:20]2[C:19](=[O:24])[O:18][C:17]([CH3:16])([CH3:25])[O:22][C:21]2=[O:23])[CH2:9][O:10][CH2:11][CH2:12]1.